This data is from the Open Reaction Database (ORD), a public repository of structured organic reaction records. The task is: describe an organic reaction: reactants, conditions, products, and yield Starting materials: Cl.ClC=1C=C(C=C(C1)Cl)C1(CC(=CO1)C1=CC=C(C=C1)C1(CNC1)F)C(F)(F)F (3-(4-(5-(3,5-dichlorophenyl)-5-(trifluoromethyl)-4,5-dihydrofuran-3-yl)phenyl)-3-fluoroazetidine hydrochloride), CS(=O)(=O)CC(=O)O (methane sulfonyl acetic acid). Product: ClC=1C=C(C=C(C1Cl)Cl)C1(CC(=CO1)C1=CC=C(C=C1)C1(CN(C1)C(CS(=O)(=O)C)=O)F)C(F)(F)F (1-(3-{4-[5-(3,4,5-trichloro-phenyl)-5-trifluoromethyl-4,5-dihydro-furan-3-yl]-phenyl}-3-fluoro-azetidin-1-yl)-2-methanesulfonyl-ethanone). As a reaction SMILES: [ClH:1].[Cl:2][C:3]1[CH:4]=[C:5]([C:10]2([C:26]([F:29])([F:28])[F:27])[O:14][CH:13]=[C:12]([C:15]3[CH:20]=[CH:19][C:18]([C:21]4([F:25])[CH2:24][NH:23][CH2:22]4)=[CH:17][CH:16]=3)[CH2:11]2)[CH:6]=[C:7]([Cl:9])[CH:8]=1.[CH3:30][S:31]([CH2:34][C:35]([OH:37])=O)(=[O:33])=[O:32]>>[Cl:2][C:3]1[CH:4]=[C:5]([C:10]2([C:26]([F:27])([F:29])[F:28])[O:14][CH:13]=[C:12]([C:15]3[CH:20]=[CH:19][C:18]([C:21]4([F:25])[CH2:22][N:23]([C:35](=[O:37])[CH2:34][S:31]([CH3:30])(=[O:33])=[O:32])[CH2:24]4)=[CH:17][CH:16]=3)[CH2:11]2)[CH:6]=[C:7]([Cl:9])[C:8]=1[Cl:1] |f:0.1|. Reported procedure: Example 3 was prepared similarly to that of Example 1, except that Example 3, Intermediate 3 was reacted with methane sulfonyl acetic acid. Yield: 0.170 g (29.74%). 1H NMR (400 MHz, DMSO-d6) δ: 3.11 (s, 3H), 3.22 (d, J=17.24 Hz, 1H), 3.70 (d, J=17.16 Hz, 1H), 4.24 (s, 2H), 4.34 (d, J=21.64 Hz, 2H), 4.70 (d, J=21.6 Hz, 2H), 7.28 (d, J=8.12 Hz, 2H), 7.47 (d, J=8.24 Hz, 2H), 7.58 (s, 1H), 7.92 (s, 2H). LC-MS (m/z): =583.8 (M−H). HPLC purity: 99.64%. Yields the product [Br-], CCC[P+](CCC)(CCC)CCC. Reactants: CCCBr, CCCP(CCC)CCC, CC#N. RXN SMILES: [CH2:1]([CH2:2][CH3:3])[Br:4].[CH2:5]([CH2:6][CH3:7])[P:8]([CH2:9][CH2:10][CH3:11])[CH2:12][CH2:13][CH3:14].[CH3:15][C:16]#[N:17]>>[Br-:4].[CH2:1]([CH2:2][CH3:3])[P+:8]([CH2:5][CH2:6][CH3:7])([CH2:9][CH2:10][CH3:11])[CH2:12][CH2:13][CH3:14]. RXN SMILES: Cl[C:2]1[C:3](=[O:14])[C:4]2[CH:5]=[N:6][N:7]([CH3:13])[C:8]=2[C:9](=[O:12])[C:10]=1[Cl:11].[CH:15]1([NH2:18])[CH2:17][CH2:16]1>C(O)C>[Cl:11][C:10]1[C:9](=[O:12])[C:8]2[N:7]([CH3:13])[N:6]=[CH:5][C:4]=2[C:3](=[O:14])[C:2]=1[NH:18][CH:15]1[CH2:17][CH2:16]1. Solvent: C(C)O (ethanol). Procedure: 5,6-Dichloro-1-methyl-1H-indazole-4,7-dione (10 grams prepared as in Example I) and cyclopropylamine (10 grams) in ethanol (50 milliliters) were stirred together at room temperature for 30 minutes. The precipitate formed was filtered off and dried to yield the desired product as a red solid having a melting point of 175°-176° C. Yields the product ClC1=C(C(C=2C=NN(C2C1=O)C)=O)NC1CC1 (6-Chloro-5-cyclopropylamino-1-methyl-1H-indazole-4,7-dione). Starting materials: ClC=1C(C=2C=NN(C2C(C1Cl)=O)C)=O (5,6-Dichloro-1-methyl-1H-indazole-4,7-dione), C1(CC1)N (cyclopropylamine). Starting materials: C(C#C)N (propargylamine), C1=CC(=C(C=C1C(=O)O)C2=C3C=CC(=O)C=C3OC4=C2C=CC(=C4)O)C(=O)O (6-carboxyfluorescein), ester. Run in CN(C)C=O (DMF), CN(C)C=O (DMF), C(=O)(O)[O-].[Na+] (NaHCO3). Reaction conditions: time 8 hour. Yields the product C1=CC(=C(C=C1C(=O)O)C2=C3C=CC(=O)C=C3OC4=C2C=CC(=C4)O)C(=O)O.C(C#C)(=O)N (6-Carboxyfluorescein Propargylamide). As a reaction SMILES: [CH2:1]([NH2:4])[C:2]#[CH:3].[CH:5]1[C:10]([C:11]([OH:13])=[O:12])=[CH:9][C:8]([C:14]2[C:24]3[CH:25]=[CH:26][C:27]([OH:29])=[CH:28][C:23]=3[O:22][C:21]3[C:15]=2[CH:16]=[CH:17][C:18]([CH:20]=3)=[O:19])=[C:7]([C:30]([OH:32])=[O:31])[CH:6]=1>CN(C=O)C.C([O-])(O)=O.[Na+]>[CH:5]1[C:10]([C:11]([OH:13])=[O:12])=[CH:9][C:8]([C:14]2[C:15]3[CH:16]=[CH:17][C:18]([OH:19])=[CH:20][C:21]=3[O:22][C:23]3[C:24]=2[CH:25]=[CH:26][C:27]([CH:28]=3)=[O:29])=[C:7]([C:30]([OH:32])=[O:31])[CH:6]=1.[C:1]([NH2:4])(=[O:12])[C:2]#[CH:3] |f:3.4,5.6|. Procedure details: A solution of 6.8 ul (0.1 mmol) of propargylamine in DMF (1.0 ml) was added to a solution of 22 mg (0.046 mmol) of 6-carboxyfluorescein NHS ester in DMF (1.0 ml) and 0.1M NaHCO3 (0.2 ml) buffer. After overnight stirring at room temperature, the solvent was removed under vacuum. A small amount of reaction mixture was submitted for LC-MS analysis. The crude mixture was purified by Silica gel column chromatography. (DCM: MeOH 9:1). LC-MS analysis confirms that alkenyl FAM is formed. Cal Mass: 414.0... Reactants: O=C([O-])C=CC(=O)[O-], [CH2]C, N=C(N)Nc1nc(-c2cccc(N)c2)cs1, O=CNc1ccccn1. Yields the product N=C(N)Nc1nc(-c2cccc(N=CNc3ccccn3)c2)cs1. RXN SMILES: [C:28]([O-:29])(=[O:30])[CH:31]=[CH:32][C:33]([O-:34])=[O:35].[CH2:17][CH3:18].[NH:1]([C:2](=[NH:3])[NH2:4])[c:5]1[s:6][cH:7][c:8](-[c:10]2[cH:11][c:12]([NH2:16])[cH:13][cH:14][cH:15]2)[n:9]1.[n:19]1[c:20]([NH:25][CH:26]=[O:27])[cH:21][cH:22][cH:23][cH:24]1>>[NH:1]([C:2](=[NH:3])[NH2:4])[c:5]1[s:6][cH:7][c:8](-[c:10]2[cH:11][c:12]([N:16]=[CH:26][NH:25][c:20]3[n:19][cH:24][cH:23][cH:22][cH:21]3)[cH:13][cH:14][cH:15]2)[n:9]1. Reactants: BrC=1C(=CC2=C(C=3N(CCO2)C=C(N3)C(=O)N)C1)F (10-bromo-9-fluoro-5,6-dihydrobenzo[f]imidazo[1,2-d][1,4]oxazepine-2-carboxamide), N1=C(C=CC=C1)C(C)(C#C)O (2-(pyridin-2-yl)but-3-yn-2-ol). The product is FC1=CC2=C(C=3N(CCO2)C=C(N3)C(=O)N)C=C1C#CC(C)(C1=NC=CC=C1)O ((±)-9-fluoro-10-(3-hydroxy-3-(pyridin-2-yl)but-1-yn-1-yl)-5,6-dihydrobenzo[f]imidazo[1,2-d][1,4]oxazepine-2-carboxamide). The yield is 30.0%. Reaction SMILES: Br[C:2]1[C:3]([F:19])=[CH:4][C:5]2[O:11][CH2:10][CH2:9][N:8]3[CH:12]=[C:13]([C:15]([NH2:17])=[O:16])[N:14]=[C:7]3[C:6]=2[CH:18]=1.[N:20]1[CH:25]=[CH:24][CH:23]=[CH:22][C:21]=1[C:26]([OH:30])([C:28]#[CH:29])[CH3:27]>>[F:19][C:3]1[C:2]([C:29]#[C:28][C:26]([OH:30])([C:21]2[CH:22]=[CH:23][CH:24]=[CH:25][N:20]=2)[CH3:27])=[CH:18][C:6]2[C:7]3[N:8]([CH:12]=[C:13]([C:15]([NH2:17])=[O:16])[N:14]=3)[CH2:9][CH2:10][O:11][C:5]=2[CH:4]=1. Procedure: Similar to as described in General Procedure G 10-bromo-9-fluoro-5,6-dihydrobenzo[f]imidazo[1,2-d][1,4]oxazepine-2-carboxamide was reacted with 2-(pyridin-2-yl)but-3-yn-2-ol to give the titled compound (80 mg, 30%).